From a dataset of the Open Reaction Database (ORD), a public repository of structured organic reaction records. describe an organic reaction: reactants, conditions, products, and yield Starting materials: NC=1C(N(N=CC1[N+](=O)[O-])C(C)(C)C)=O (4-amino-2-tert-butyl-5-nitropyridazin-3-(2H)-one). Reagents/catalysts: [C].[Pd] (palladium-carbon), [C].[Pd] (palladium-carbon). Run in CO (methanol). Run at time 8 hour. Yields the product NC=1C(N(N=CC1N)C(C)(C)C)=O (4,5-diamino-2-tert-butylpyridazin-3-(2H)-one). Isolated yield 100.3%. As a reaction SMILES: [NH2:1][C:2]1[C:3](=[O:15])[N:4]([C:11]([CH3:14])([CH3:13])[CH3:12])[N:5]=[CH:6][C:7]=1[N+:8]([O-])=O>[C].[Pd].CO>[NH2:1][C:2]1[C:3](=[O:15])[N:4]([C:11]([CH3:13])([CH3:12])[CH3:14])[N:5]=[CH:6][C:7]=1[NH2:8] |f:1.2|. Procedure details: Into 150 ml of an absolute methanol solution of 10.8 g of 4-amino-2-tert-butyl-5-nitropyridazin-3-(2H)-one, 1.1 g of palladium-carbon (containing 5% of Pd) was added in a few times with stirring at room temperature. Then, catalytic reduction was carried out overnight under hydrogen gas pressure. After completion of the reaction, palladium-carbon was separated with celite and washed a few times with absolute methanol. Then, methanol was combined with the filtrate, and the mixture was distilled un...